From a dataset of the Open Reaction Database (ORD), a public repository of structured organic reaction records. describe an organic reaction: reactants, conditions, products, and yield Product: CCN(CC)CCNC(=O)c1cccc2c(=O)cc(-c3ccc([N+](=O)[O-])cc3)oc12. Reaction SMILES: [CH2:1]([CH3:2])[N:3]([CH2:4][CH2:5][NH2:6])[CH2:7][CH3:8].[Cl-:9].[N+:10](=[O:11])([O-:12])[c:13]1[cH:14][cH:15][c:16](-[c:17]2[o:18][c:19]3[c:20]([C:28](=[O:29])[OH:30])[cH:21][cH:22][cH:23][c:24]3[c:25](=[O:27])[cH:26]2)[cH:31][cH:32]1.[cH:33]1[cH:34][cH:35][cH:36][cH:37][cH:38]1>>[CH2:1]([CH3:2])[N:3]([CH2:4][CH2:5][NH:6][C:28]([c:20]1[c:19]2[o:18][c:17](-[c:16]3[cH:15][cH:14][c:13]([N+:10](=[O:11])[O-:12])[cH:32][cH:31]3)[cH:26][c:25](=[O:27])[c:24]2[cH:23][cH:22][cH:21]1)=[O:29])[CH2:7][CH3:8]. The reactants are CCN(CC)CCN, [Cl-], O=C(O)c1cccc2c(=O)cc(-c3ccc([N+](=O)[O-])cc3)oc12, c1ccccc1. Reactants: ice water, C(#N)C=1OC2=C(N1)C=CC(=C2)O (2-cyano-6-hydroxybenzoxazole), ClCC=1C=C(OCC2=NC3=CC=CC=C3C=C2)C=CC1 (2-((3-chloromethylphenoxy)methyl)quinoline), [OH-].[Na+] (sodium hydroxide). Solvent: CS(=O)C (dimethylsulfoxide). Product: C(#N)C=1OC2=C(N1)C=CC(=C2)OCC2=CC(=CC=C2)OCC2=NC1=CC=CC=C1C=C2 (2-cyano-6-(3-(quinolin-2-ylmethyloxy)benzyloxy)-benzoxazole). Reaction SMILES: [C:1]([C:3]1[O:4][C:5]2[CH:11]=[C:10]([OH:12])[CH:9]=[CH:8][C:6]=2[N:7]=1)#[N:2].Cl[CH2:14][C:15]1[CH:16]=[C:17]([CH:30]=[CH:31][CH:32]=1)[O:18][CH2:19][C:20]1[CH:29]=[CH:28][C:27]2[C:22](=[CH:23][CH:24]=[CH:25][CH:26]=2)[N:21]=1.[OH-].[Na+]>CS(C)=O>[C:1]([C:3]1[O:4][C:5]2[CH:11]=[C:10]([O:12][CH2:14][C:15]3[CH:32]=[CH:31][CH:30]=[C:17]([O:18][CH2:19][C:20]4[CH:29]=[CH:28][C:27]5[C:22](=[CH:23][CH:24]=[CH:25][CH:26]=5)[N:21]=4)[CH:16]=3)[CH:9]=[CH:8][C:6]=2[N:7]=1)#[N:2] |f:2.3|. Procedure details: To 2-cyano-6-hydroxybenzoxazole (11.87 mmoles) and 2-((3-chloromethylphenoxy)methyl)quinoline (11.87 mmoles) in dimethylsulfoxide (20 ml) is added powdered sodium hydroxide (0.475 q). After one week the reaction mixture is poured into ice water and the resulting precipitate collected and purified by HPLC to give 2-cyano-6-(3-(quinolin-2-ylmethyloxy)benzyloxy)-benzoxazole which is used directly in the next step.